describe an organic reaction: reactants, conditions, products, and yield From a dataset of the Open Reaction Database (ORD), a public repository of structured organic reaction records. The reactants are C(C)(C)(C)OC(NC=1C(=NOC1C1=CC=C(C=C1)Br)C)=O ([5-(4-bromo-phenyl)-3-methyl-isoxazol-4-yl]-carbamic acid tert-butyl ester), C(C)OC(=O)C1(CCC1)C1=CC=C(C=C1)B1OC(C(O1)(C)C)(C)C (1-[4-(4,4,5,5-tetramethyl-[1,3,2]dioxaborolan-2-yl)-phenyl]-cyclobutanecarboxylic acid ethyl ester). The product is C(C)OC(=O)C1(CCC1)C1=CC=C(C=C1)C1=CC=C(C=C1)C1=C(C(=NO1)C)NC(=O)OC(C)(C)C (1-[4′-(4-tert-Butoxycarbonylamino-3-methyl-isoxazol-5-yl)-biphenyl-4-yl]-cyclobutanecarboxylic acid ethyl ester). As a reaction SMILES: [C:1]([O:5][C:6](=[O:21])[NH:7][C:8]1[C:9]([CH3:20])=[N:10][O:11][C:12]=1[C:13]1[CH:18]=[CH:17][C:16](Br)=[CH:15][CH:14]=1)([CH3:4])([CH3:3])[CH3:2].[CH2:22]([O:24][C:25]([C:27]1([C:31]2[CH:36]=[CH:35][C:34](B3OC(C)(C)C(C)(C)O3)=[CH:33][CH:32]=2)[CH2:30][CH2:29][CH2:28]1)=[O:26])[CH3:23]>>[CH2:22]([O:24][C:25]([C:27]1([C:31]2[CH:36]=[CH:35][C:34]([C:16]3[CH:17]=[CH:18][C:13]([C:12]4[O:11][N:10]=[C:9]([CH3:20])[C:8]=4[NH:7][C:6]([O:5][C:1]([CH3:4])([CH3:3])[CH3:2])=[O:21])=[CH:14][CH:15]=3)=[CH:33][CH:32]=2)[CH2:28][CH2:29][CH2:30]1)=[O:26])[CH3:23]. Procedure details: Prepared according to the procedure described in Example 42, Step 2, using [5-(4-bromo-phenyl)-3-methyl-isoxazol-4-yl]-carbamic acid tert-butyl ester and 1-[4-(4,4,5,5-tetramethyl-[1,3,2]dioxaborolan-2-yl)-phenyl]-cyclobutanecarboxylic acid ethyl ester.